Dataset: the Open Reaction Database (ORD), a public repository of structured organic reaction records. Task: describe an organic reaction: reactants, conditions, products, and yield Reactants: BrC1=C(C(=CC=C1)F)N1N=C2C(=NN(C=3C=CC=CC23)CC2=CC=C(C=C2)N2N=CC=C2)C1=O (2-(2-bromo-6-fluorophenyl)-5-{[4-(1H-pyrazol-1-yl)phenyl]methyl}-2,5-dihydro-3H-pyrazolo[4,3-c]cinnolin-3-one), CN(C=O)C (N,N-dimethylformamide), O (water). The reagents and catalysts are [C-]#N.[Zn+2].[C-]#N (zinc cyanide), CC(C)([P](C(C)(C)C)([Pd][P](C(C)(C)C)(C(C)(C)C)C(C)(C)C)C(C)(C)C)C (bis(tri-tert-butylphosphine)palladium(0)). Conditions: temperature 100 celsius, time 30 minute. Product: FC=1C(=C(C#N)C=CC1)N1N=C2C(=NN(C=3C=CC=CC23)CC2=CC=C(C=C2)N2N=CC=C2)C1=O (3-Fluoro-2-(3-oxo-5-{[4-(1H-pyrazol-1-yl)phenyl]methyl}-3,5-dihydro-2H-pyrazolo[4,3-c]cinnolin-2-yl)benzonitrile). Reaction SMILES: Br[C:2]1[CH:7]=[CH:6][CH:5]=[C:4]([F:8])[C:3]=1[N:9]1[C:33](=[O:34])[C:12]2=[N:13][N:14]([CH2:21][C:22]3[CH:27]=[CH:26][C:25]([N:28]4[CH:32]=[CH:31][CH:30]=[N:29]4)=[CH:24][CH:23]=3)[C:15]3[CH:16]=[CH:17][CH:18]=[CH:19][C:20]=3[C:11]2=[N:10]1.O.[CH3:36][N:37](C)C=O>[C-]#N.[Zn+2].[C-]#N.CC(C)([P](C(C)(C)C)([Pd][P](C(C)(C)C)(C(C)(C)C)C(C)(C)C)C(C)(C)C)C>[F:8][C:4]1[C:3]([N:9]2[C:33](=[O:34])[C:12]3=[N:13][N:14]([CH2:21][C:22]4[CH:23]=[CH:24][C:25]([N:28]5[CH:32]=[CH:31][CH:30]=[N:29]5)=[CH:26][CH:27]=4)[C:15]4[CH:16]=[CH:17][CH:18]=[CH:19][C:20]=4[C:11]3=[N:10]2)=[C:2]([CH:7]=[CH:6][CH:5]=1)[C:36]#[N:37] |f:3.4.5,^1:48,54|. Procedure: 2-(2-Bromo-6-fluorophenyl)-5-{[4-(1H-pyrazol-1-yl)phenyl]methyl}-2,5-dihydro-3H-pyrazolo[4,3-c]cinnolin-3-one [(Example 12) 46 mg, 0.089 mmol] was dissolved in degassed N,N-dimethylformamide (1.5 mL) and treated with zinc cyanide (18 mg, 0.15 mmol, 1.7 equiv) and bis(tri-tert-butylphosphine)palladium(0) (9.0 mg, 0.018 mmole, 0.2 equiv). The mixture was stirred under nitrogen at 100° C. for 30 minutes, cooled to ambient temperature, poured into water and extracted twice with ethyl acetate. The co... The reactants are COc1ccc(N2CC(C)NC(C)C2)cc1NS(=O)(=O)c1ccc(Br)c(F)c1, CC(C)(C)[O-], COCCOC, [K+], O, c1ccc(P(c2ccccc2)(c2ccccc2)[Pd](P(c2ccccc2)(c2ccccc2)c2ccccc2)(P(c2ccccc2)(c2ccccc2)c2ccccc2)P(c2ccccc2)(c2ccccc2)c2ccccc2)cc1, OB(O)c1ccoc1. Product: COc1ccc(N2CC(C)NC(C)C2)cc1NS(=O)(=O)c1ccc(-c2ccoc2)c(F)c1. Reaction SMILES: [Br:1][c:2]1[c:3]([F:28])[cH:4][c:5]([S:8](=[O:9])(=[O:10])[NH:11][c:12]2[c:13]([O:26][CH3:27])[cH:14][cH:15][c:16]([N:18]3[CH2:19][CH:20]([CH3:25])[NH:21][CH:22]([CH3:24])[CH2:23]3)[cH:17]2)[cH:6][cH:7]1.[CH3:37][C:38]([CH3:39])([O-:40])[CH3:41].[CH3:43][O:44][CH2:45][CH2:46][O:47][CH3:48].[K+:42].[OH2:49].[cH:50]1[cH:51][cH:52][c:53]([P:54]([Pd:55]([P:56]([c:57]2[cH:58][cH:59][cH:60][cH:61][cH:62]2)([c:63]2[cH:64][cH:65][cH:66][cH:67][cH:68]2)[c:69]2[cH:70][cH:71][cH:72][cH:73][cH:74]2)([P:75]([c:76]2[cH:77][cH:78][cH:79][cH:80][cH:81]2)([c:82]2[cH:83][cH:84][cH:85][cH:86][cH:87]2)[c:88]2[cH:89][cH:90][cH:91][cH:92][cH:93]2)[P:94]([c:95]2[cH:96][cH:97][cH:98][cH:99][cH:100]2)([c:101]2[cH:102][cH:103][cH:104][cH:105][cH:106]2)[c:107]2[cH:108][cH:109][cH:110][cH:111][cH:112]2)([c:113]2[cH:114][cH:115][cH:116][cH:117][cH:118]2)[c:119]2[cH:120][cH:121][cH:122][cH:123][cH:124]2)[cH:125][cH:126]1.[o:29]1[cH:30][c:31]([B:34]([OH:35])[OH:36])[cH:32][cH:33]1>>[c:2]1(-[c:31]2[cH:30][o:29][cH:33][cH:32]2)[c:3]([F:28])[cH:4][c:5]([S:8](=[O:9])(=[O:10])[NH:11][c:12]2[c:13]([O:26][CH3:27])[cH:14][cH:15][c:16]([N:18]3[CH2:19][CH:20]([CH3:25])[NH:21][CH:22]([CH3:24])[CH2:23]3)[cH:17]2)[cH:6][cH:7]1. Isolated yield 82.0%. Solvent: CC(=O)C (acetone). The reactants are O (water), CN1C(NN=C1C1=CC=NC=C1)=S (4-methyl-5-pyridin-4-yl-2,4-dihydro-3H-1,2,4-triazole-3-thione), CI (methyl iodide), [OH-].[Na+] (sodium hydroxide). Yields the product CN1C(=NN=C1SC)C1=CC=NC=C1 (4-[4-Methyl-5-(methylthio)-4H-1,2,4-triazol-3-yl]pyridine). Reaction conditions: time 2 hour. Reaction SMILES: [CH3:1][N:2]1[C:6]([C:7]2[CH:12]=[CH:11][N:10]=[CH:9][CH:8]=2)=[N:5][NH:4][C:3]1=[S:13].[CH3:14]I.[OH-].[Na+].O>CC(C)=O>[CH3:1][N:2]1[C:3]([S:13][CH3:14])=[N:4][N:5]=[C:6]1[C:7]1[CH:12]=[CH:11][N:10]=[CH:9][CH:8]=1 |f:2.3|. Reported procedure: To a mechanically stirred and cooled (9° C.) suspension of 4-methyl-5-pyridin-4-yl-2,4-dihydro-3H-1,2,4-triazole-3-thione (267 g) and methyl iodide (197.7 g) in acetone (2.6 L), was added a solution of sodium hydroxide (54 g in 600 mL of water) at such a rate (ca. 20 mL/min) as to maintain the temperature between 10 and 15° C. Another portion of water (50 mL) was then added and the temperature was allowed to come to 21 to 24° C. After another 2 h, the acetone was distilled off from the reaction ... Starting materials: OC(CC=1N=CN(C1)C(C1=CC=CC=C1)(C1=CC=CC=C1)C1=CC=CC=C1)C1=CC=C(C=C1)C1=CC(=CC=C1)C(=O)NC (4′-[1-hydroxy-(1-trityl-1H-imidazol-4-yl)ethyl]-N-methyl[1,1′-biphenyl]-3-carboxamide), Cl (hydrochloric acid). The reagents and catalysts are [C].[Pd] (palladium carbon). Yields the product OC(CC=1N=CNC1)C1=CC=C(C=C1)C1=CC(=CC=C1)C(=O)NC (4′-[1-hydroxy-(1H-imidazol-4-yl)ethyl]-N-methyl[1,1′-biphenyl]-3-carboxamide). The yield is 47.9%. Reaction SMILES: [OH:1][CH:2]([C:28]1[CH:33]=[CH:32][C:31]([C:34]2[CH:39]=[CH:38][CH:37]=[C:36]([C:40]([NH:42][CH3:43])=[O:41])[CH:35]=2)=[CH:30][CH:29]=1)[CH2:3][C:4]1[N:5]=[CH:6][N:7](C(C2C=CC=CC=2)(C2C=CC=CC=2)C2C=CC=CC=2)[CH:8]=1.Cl>[C].[Pd]>[OH:1][CH:2]([C:28]1[CH:29]=[CH:30][C:31]([C:34]2[CH:39]=[CH:38][CH:37]=[C:36]([C:40]([NH:42][CH3:43])=[O:41])[CH:35]=2)=[CH:32][CH:33]=1)[CH2:3][C:4]1[N:5]=[CH:6][NH:7][CH:8]=1 |f:2.3|. Procedure details: By the reaction in the same manner as in Example 41-(ii) using [4′-[1-hydroxy-(1-trityl-1H-imidazol-4-yl)ethyl]-N-methyl[1,1′-biphenyl]-3-carboxamide (527 mg), 10% palladium carbon (527 mg) and 1N hydrochloric acid (0.935 ml), the title compound (144 mg) was obtained as colorless powder crystals.